This data is from the Open Reaction Database (ORD), a public repository of structured organic reaction records. The task is: describe an organic reaction: reactants, conditions, products, and yield Starting materials: acid chloride, ClC1=C(OC2=CC3=C(N(C(C(O3)(C(=O)O)C)=O)C)C=C2)C=CC(=C1)C(F)(F)F (7-(2-Chloro-4-trifluoromethylphenoxy)-2,4-dimethyl-3,4-dihydro-3-oxo-2H-1,4-benzoxazine-2-carboxylic acid), ClC1=C(OC2=CC3=C(N(C(C(O3)(C(=O)O)C)=O)C)C=C2)C=CC(=C1)C(F)(F)F (7-(2-Chloro-4-trifluoromethylphenoxy)-2,4-dimethyl-3,4-dihydro-3-oxo-2H-1,4-benzoxazine-2-carboxylic acid), N (ammonia), O1CCCC1 (tetrahydrofuran), O1CCCC1 (THF). Reaction conditions: time 1 hour. The product is ClC1=C(OC2=CC3=C(N(C(C(O3)(CC(=O)N)C)=O)C)C=C2)C=CC(=C1)C(F)(F)F (7-(2-chloro-4-trifluoromethylphenoxy)-2,4-dimethyl-3,4-dihydro-3-oxo-2H-1,4-benzoxazine-2-carboxyamide). RXN SMILES: [Cl:1][C:2]1[CH:24]=[C:23]([C:25]([F:28])([F:27])[F:26])[CH:22]=[CH:21][C:3]=1[O:4][C:5]1[CH:20]=[CH:19][C:8]2[N:9]([CH3:18])[C:10](=[O:17])[C:11]([CH3:16])(C(O)=O)[O:12][C:7]=2[CH:6]=1.[NH3:29].[O:30]1CC[CH2:32][CH2:31]1>>[Cl:1][C:2]1[CH:24]=[C:23]([C:25]([F:28])([F:26])[F:27])[CH:22]=[CH:21][C:3]=1[O:4][C:5]1[CH:20]=[CH:19][C:8]2[N:9]([CH3:18])[C:10](=[O:17])[C:11]([CH3:16])([CH2:32][C:31]([NH2:29])=[O:30])[O:12][C:7]=2[CH:6]=1. Procedure: An acid chloride (0.4 g) prepared in the same manner as in Example 6 from 7-(2-chloro-4-trifluoromethylphenoxy)-2,4-dimethyl-3,4-dihydro-3-oxo-2H-1,4-benzoxazine-2-carboxylic acid (Compound 23) was dissolved in tetrahydrofuran (hereinafter abbreviated as THF) (5 ml), and the solution was stirred while blowing ammonia gas therein for one hour. Then, after an evaporation of the solvent, the residue was purified by silica gel chromatography (eluant: n-hexane/ethyl acetate=1/1) to give 0.3 g of the ... The reactants are C=CS(=O)(=O)N1CCN(CC2CCN(C(=O)OC(C)(C)C)CC2)C(=O)C1, CC(C)(C)[O-], CC(C)(C)O, O=Cc1ccc(Cl)cc1O, [K+]. The product is CC(C)(C)OC(=O)N1CCC(CN2CCN(S(=O)(=O)C3=Cc4ccc(Cl)cc4OC3)CC2=O)CC1. Reaction SMILES: [C:1]([CH3:2])([CH3:3])([CH3:4])[O:5][C:6](=[O:7])[N:8]1[CH2:9][CH2:10][CH:11]([CH2:14][N:15]2[C:16](=[O:26])[CH2:17][N:18]([S:21](=[O:22])(=[O:23])[CH:24]=[CH2:25])[CH2:19][CH2:20]2)[CH2:12][CH2:13]1.[CH3:37][C:38]([CH3:39])([O-:40])[CH3:41].[CH3:43][C:44]([OH:45])([CH3:46])[CH3:47].[Cl:27][c:28]1[cH:29][c:30]([OH:36])[c:31]([CH:32]=[O:33])[cH:34][cH:35]1.[K+:42]>>[C:1]([CH3:2])([CH3:3])([CH3:4])[O:5][C:6](=[O:7])[N:8]1[CH2:9][CH2:10][CH:11]([CH2:14][N:15]2[C:16](=[O:26])[CH2:17][N:18]([S:21](=[O:22])(=[O:23])[C:24]3=[CH:32][c:31]4[c:30]([cH:29][c:28]([Cl:27])[cH:35][cH:34]4)[O:36][CH2:25]3)[CH2:19][CH2:20]2)[CH2:12][CH2:13]1. The reactants are carboxyls acid, S(=O)(Cl)Cl (thionyl chloride), FC1(OC2=C(O1)C=CC(=C2)C(=O)O)F (2,2-difluorobenzo[d][1,3]dioxole-5-carboxylic acid), primary alcohol, [Cl-] (chloride), FC1(OC2=C(O1)C=CC(=C2)C(=O)O)F (2,2-difluorobenzo[d][1,3]dioxole-5-carboxylic acid). Yields the product ClCC1=CC2=C(OC(O2)(F)F)C=C1 (5-(chloromethyl)-2,2-difluorobenzo[d][1,3]dioxole). RXN SMILES: [Cl-:1].S(Cl)(Cl)=O.[F:6][C:7]1([F:19])[O:11][C:10]2[CH:12]=[CH:13][C:14]([C:16](O)=O)=[CH:15][C:9]=2[O:8]1>>[Cl:1][CH2:16][C:14]1[CH:13]=[CH:12][C:10]2[O:11][C:7]([F:19])([F:6])[O:8][C:9]=2[CH:15]=1. Procedure details: The starting material, 2,2-difluorobenzo[d][1,3]dioxole-5-carboxylic acid, is commercially available from Saltigo (an affiliate of the Lanxess Corporation). Reduction of the carboxyls acid moiety in 2,2-difluorobenzo[d][1,3]dioxole-5-carboxylic acid to the primary alcohol, followed by conversion to the corresponding chloride using thionyl chloride (SOCl2), provides 5-(chloromethyl)-2,2-difluorobenzo[d][1,3]dioxole, which is subsequently converted to 2-(2,2-difluorobenzo[d][1,3]dioxol-5-yl)aceton... Reactants: O=C1CCC(=O)N1Br, ClCCl, O=C(O)C(CC1CCCC1)c1ccc(Cl)c(Cl)c1, Nc1nc2ccccc2s1, O, c1ccc(P(c2ccccc2)c2ccccc2)cc1, c1ccncc1. The product is O=C(Nc1nc2ccccc2s1)C(CC1CCCC1)c1ccc(Cl)c(Cl)c1. RXN SMILES: [Br:20][N:21]1[C:22](=[O:23])[CH2:24][CH2:25][C:26]1=[O:27].[CH2:62]([Cl:63])[Cl:64].[CH:28]1([CH2:33][CH:34]([C:35](=[O:36])[OH:37])[c:38]2[cH:39][c:40]([Cl:45])[c:41]([Cl:44])[cH:42][cH:43]2)[CH2:29][CH2:30][CH2:31][CH2:32]1.[NH2:46][c:47]1[s:48][c:49]2[c:50]([n:51]1)[cH:52][cH:53][cH:54][cH:55]2.[OH2:65].[c:1]1([P:2]([c:3]2[cH:4][cH:5][cH:6][cH:7][cH:8]2)[c:9]2[cH:10][cH:11][cH:12][cH:13][cH:14]2)[cH:15][cH:16][cH:17][cH:18][cH:19]1.[cH:56]1[cH:57][cH:58][n:59][cH:60][cH:61]1>>[CH:28]1([CH2:33][CH:34]([C:35](=[O:37])[NH:46][c:47]2[s:48][c:49]3[c:50]([n:51]2)[cH:52][cH:53][cH:54][cH:55]3)[c:38]2[cH:39][c:40]([Cl:45])[c:41]([Cl:44])[cH:42][cH:43]2)[CH2:29][CH2:30][CH2:31][CH2:32]1.